The task is: describe an organic reaction: reactants, conditions, products, and yield. This data is from the Open Reaction Database (ORD), a public repository of structured organic reaction records. Reactants: C1(CC1)C(O)C1=C(N=C(S1)C1=CC=C(C=C1)C(F)(F)F)C ([rac]-cyclopropyl-[4-methyl-2-(4-trifluoromethyl-phenyl)-thiazol-5-yl]-methanol), C(CCC)P(CCCC)CCCC (tributylphosphine), CN(C(=O)N=NC(=O)N(C)C)C (N,N,N′,N′-tetramethyl azodicarboxamide), COC(C(CCCCC)CC1=C(C=C(C=C1)O)C)=O ([rac]-2-(4-hydroxy-2-methyl-benzyl)-heptanoic acid methyl ester). Product: COC(CCCCCC)=O (heptanoic acid methyl ester). RXN SMILES: [CH3:1][O:2][C:3](=[O:19])[CH:4](CC1C=CC(O)=CC=1C)[CH2:5][CH2:6][CH2:7][CH2:8][CH3:9].C1(C(C2SC(C3C=CC(C(F)(F)F)=CC=3)=NC=2C)O)CC1.C(P(CCCC)CCCC)CCC.CN(C)C(N=NC(N(C)C)=O)=O>>[CH3:1][O:2][C:3](=[O:19])[CH2:4][CH2:5][CH2:6][CH2:7][CH2:8][CH3:9]. Procedure details: In analogy to the procedure described in example 10 c], [rac]-2-(4-hydroxy-2-methyl-benzyl)-heptanoic acid methyl ester (example 126 c]) was reacted with [rac]-cyclopropyl-[4-methyl-2-(4-trifluoromethyl-phenyl)-thiazol-5-yl]-methanol (example 121 a]) in the presence of tributylphosphine and N,N,N′,N′-tetramethyl azodicarboxamide to yield 2-(4-cyclopropyl-[4-methyl-2-(4-trifluoromethyl-phenyl)-thiazol-5-yl]-methoxy}-2-methyl-benzyl)-heptanoic acid methyl ester as a mixture of two diastereomeric r... The reactants are COCC(=O)N1CCNCC1, CCSC1=NC(=O)C(=Cc2ccc3c(cnn3Cc3ccc(Cl)cc3C(F)(F)F)c2)S1. The product is COCC(=O)N1CCN(C2=NC(=O)C(=Cc3ccc4c(cnn4Cc4ccc(Cl)cc4C(F)(F)F)c3)S2)CC1. As a reaction SMILES: [CH3:32][O:33][CH2:34][C:35](=[O:36])[N:37]1[CH2:38][CH2:39][NH:40][CH2:41][CH2:42]1.[Cl:1][c:2]1[cH:3][c:4]([C:28]([F:29])([F:30])[F:31])[c:5]([CH2:6][n:7]2[n:8][cH:9][c:10]3[cH:11][c:12]([CH:16]=[C:17]4[C:18](=[O:25])[N:19]=[C:20]([S:22][CH2:23][CH3:24])[S:21]4)[cH:13][cH:14][c:15]23)[cH:26][cH:27]1>>[Cl:1][c:2]1[cH:3][c:4]([C:28]([F:29])([F:30])[F:31])[c:5]([CH2:6][n:7]2[n:8][cH:9][c:10]3[cH:11][c:12]([CH:16]=[C:17]4[C:18](=[O:25])[N:19]=[C:20]([N:40]5[CH2:39][CH2:38][N:37]([C:35]([CH2:34][O:33][CH3:32])=[O:36])[CH2:42][CH2:41]5)[S:21]4)[cH:13][cH:14][c:15]23)[cH:26][cH:27]1. Reactants: COc1ccc(CNc2nc(-c3ccccc3Br)c(-c3ccc(=O)n(C(C)C)n3)nc2C#N)cc1, COc1ccc(CNc2nc(-c3ccc(=O)n(C(C)C)n3)c(-c3ccccc3Br)nc2C#N)cc1, ClC(Cl)Cl, O. The product is CC(C)n1nc(-c2nc(C#N)c(N)nc2-c2ccccc2Br)ccc1=O. Reaction SMILES: [Br:1][c:2]1[c:3](-[c:8]2[n:9][c:10]([NH:26][CH2:27][c:28]3[cH:29][cH:30][c:31]([O:32][CH3:33])[cH:34][cH:35]3)[c:11]([C:24]#[N:25])[n:12][c:13]2-[c:14]2[n:15][n:16]([CH:21]([CH3:22])[CH3:23])[c:17](=[O:20])[cH:18][cH:19]2)[cH:4][cH:5][cH:6][cH:7]1.[Br:36][c:37]1[cH:38][cH:39][cH:40][cH:41][c:42]1-[c:43]1[n:44][c:45]([C:46]#[N:47])[c:48]([NH:49][CH2:50][c:51]2[cH:52][cH:53][c:54]([O:55][CH3:56])[cH:57][cH:58]2)[n:59][c:60]1-[c:61]1[cH:62][cH:63][c:64](=[O:65])[n:66]([CH:67]([CH3:68])[CH3:69])[n:70]1.[Cl:71][CH:72]([Cl:73])[Cl:74].[OH2:75]>>[Br:1][c:2]1[c:3](-[c:8]2[n:9][c:10]([NH2:26])[c:11]([C:24]#[N:25])[n:12][c:13]2-[c:14]2[n:15][n:16]([CH:21]([CH3:22])[CH3:23])[c:17](=[O:20])[cH:18][cH:19]2)[cH:4][cH:5][cH:6][cH:7]1. Reactants: C1CCOC1, C=CCCOCC(=O)OCC, Cc1cc(C=O)cc(C)c1OCCc1nc(-c2ccccc2)oc1C, CC(C)[N-]C(C)C, [Li+]. Product: C=CCCOC(C(=O)OCC)C(O)c1cc(C)c(OCCc2nc(-c3ccccc3)oc2C)c(C)c1. Reaction SMILES: [CH2:45]1[O:46][CH2:47][CH2:48][CH2:49]1.[CH2:9]([CH3:10])[O:11][C:12]([CH2:13][O:14][CH2:15][CH2:16][CH:17]=[CH2:18])=[O:19].[CH3:20][c:21]1[cH:22][c:23]([CH:24]=[O:25])[cH:26][c:27]([CH3:44])[c:28]1[O:29][CH2:30][CH2:31][c:32]1[n:33][c:34](-[c:38]2[cH:39][cH:40][cH:41][cH:42][cH:43]2)[o:35][c:36]1[CH3:37].[CH3:2][CH:3]([N-:4][CH:5]([CH3:6])[CH3:7])[CH3:8].[Li+:1]>>[CH2:9]([CH3:10])[O:11][C:12]([CH:13]([O:14][CH2:15][CH2:16][CH:17]=[CH2:18])[CH:24]([c:23]1[cH:22][c:21]([CH3:20])[c:28]([O:29][CH2:30][CH2:31][c:32]2[n:33][c:34](-[c:38]3[cH:39][cH:40][cH:41][cH:42][cH:43]3)[o:35][c:36]2[CH3:37])[c:27]([CH3:44])[cH:26]1)[OH:25])=[O:19]. Reactants: [OH-].[Na+] (NaOH), C1(=CC=CC=C1)C(C1=CC=CC=C1)OC(=O)C12C(=CC3C2(CC2C(CCC2C1(C3)C=O)C)COC31OC2C(O3)OC(C2OC(C)=O)C1O[Si](C)(C)C(C)(C)C)C(C)C (8a-[[[6-(acetyloxy)tetrahydro-7-t-butyldimethylsilyloxy-2,5-methanofuro[2,3-d]-1,3-dioxol-2-yl]oxy]methyl]-4-formyl-4,4a,5,6,7,7a,8,8a-octahydro-7-methyl-3-(1-methylethyl)-1,4-methano-s-indacene-3a(1H)-carboxylic acid diphenylmethyl ester), O (water). The product is C1(=CC=CC=C1)C(C1=CC=CC=C1)OC(=O)C12C(=CC3C2(CC2C(CCC2C1(C3)C=O)C)COC31OC2C(O3)OC(C2O)C1O[Si](C)(C)C(C)(C)C)C(C)C (8a-[[[6-(hydroxy)tetrahydro-7-t-butyldimethylsilyloxy-2,5-methanofuro[2,3-d]-1,3-dioxol-2-yl]oxy]methyl]-4-formyl-4,4a,5,6,7,7a,8,8a-octahydro-7-methyl-3-(1-methylethyl)-1,4-methano-s-indacene-3a(1H)-carboxylic acid diphenylmethyl ester). Run in CO (methanol). The yield is 77.3%. RXN SMILES: [C:1]1([CH:7]([O:14][C:15]([C:17]23[C:28]4([CH:30]=[O:31])[CH2:29][CH:20]([C:21]2([CH2:33][O:34][C:35]25[CH:47]([O:48][Si:49]([C:52]([CH3:55])([CH3:54])[CH3:53])([CH3:51])[CH3:50])[CH:41]6[CH:42]([O:43]C(=O)C)[CH:37]([CH:38]([O:40]6)[O:39]2)[O:36]5)[CH2:22][CH:23]2[CH:27]4[CH2:26][CH2:25][CH:24]2[CH3:32])[CH:19]=[C:18]3[CH:56]([CH3:58])[CH3:57])=[O:16])[C:8]2[CH:13]=[CH:12][CH:11]=[CH:10][CH:9]=2)[CH:6]=[CH:5][CH:4]=[CH:3][CH:2]=1.[OH-].[Na+].O>CO>[C:1]1([CH:7]([O:14][C:15]([C:17]23[C:28]4([CH:30]=[O:31])[CH2:29][CH:20]([C:21]2([CH2:33][O:34][C:35]25[CH:47]([O:48][Si:49]([C:52]([CH3:55])([CH3:54])[CH3:53])([CH3:51])[CH3:50])[CH:41]6[CH:42]([OH:43])[CH:37]([CH:38]([O:40]6)[O:39]2)[O:36]5)[CH2:22][CH:23]2[CH:27]4[CH2:26][CH2:25][CH:24]2[CH3:32])[CH:19]=[C:18]3[CH:56]([CH3:58])[CH3:57])=[O:16])[C:8]2[CH:9]=[CH:10][CH:11]=[CH:12][CH:13]=2)[CH:6]=[CH:5][CH:4]=[CH:3][CH:2]=1 |f:1.2|. Procedure details: 90 mg of compound (5) was dissolved in 2.2 ml of methanol and stirred together with 121 μl of 1N NaOH for 2 hours under cooling with ice. After addition of water, the reaction solution was extracted with ethyl acetate, and the ethyl acetate extract was dried over anhydrous sodium sulfate and concentrated in vacuo to dryness to give 66 mg of compound (6) as a colorless powder. Reactants: COC=1C=C(CNC2=C(C=CC=C2)[N+](=O)[O-])C=CC1CN1CCCC1 (N-[3-methoxy-4-[(1-pyrrolidinyl)methyl]benzyl]-2-nitroaniline), nitro, [H][H] (hydrogen). The reagents and catalysts are O=[Pt]=O (Adam's catalyst). Solvent: C(C)O (ethanol). Product: COC=1C=C(CNC=2C(=CC=CC2)N)C=CC1CN1CCCC1 (N1-[3-Methoxy-4-[(1-pyrrolidinyl)methyl]benzyl]-1,2-benzenediamine), diamine. Yield: 100.0%. As a reaction SMILES: [CH3:1][O:2][C:3]1[CH:4]=[C:5]([CH:17]=[CH:18][C:19]=1[CH2:20][N:21]1[CH2:25][CH2:24][CH2:23][CH2:22]1)[CH2:6][NH:7][C:8]1[CH:13]=[CH:12][CH:11]=[CH:10][C:9]=1[N+:14]([O-])=O.[H][H]>O=[Pt]=O.C(O)C>[CH3:1][O:2][C:3]1[CH:4]=[C:5]([CH:17]=[CH:18][C:19]=1[CH2:20][N:21]1[CH2:25][CH2:24][CH2:23][CH2:22]1)[CH2:6][NH:7][C:8]1[C:9]([NH2:14])=[CH:10][CH:11]=[CH:12][CH:13]=1. Procedure details: The title compound was prepared by the addition of Adam's catalyst (160 mg, 10% wt.) to a degassed solution of N-[3-methoxy-4-[(1-pyrrolidinyl)methyl]benzyl]-2-nitroaniline (1.6 g, 4.69 mmol) in absolute ethanol (25 mL). The atmosphere was replaced with hydrogen then the reaction was stirred vigourously at ambient temperature until all of the nitro compound had been consumed as determined by tlc (9:1 CHCl3:MeOH, 1% TEA). The reaction mixture was filtered through a bed of diatomaceous earth, then... Reactants: COC1=CC=CC2=C1N=CS2 (4-methoxy-benzothiazole), [Li]CCCC (n-BuLi), C(C)(C)(C)OC(NC1CCC(CC1)C=O)=O ((4-formyl-cyclohexyl)-carbamic acid tert-butyl ester). Solvent: C1CCOC1 (THF), C1CCOC1 (THF). Yields the product C(C)(C)(C)OC(N[C@@H]1CC[C@H](CC1)C(C=1SC2=C(N1)C(=CC=C2)OC)O)=O ({trans-4-[hydroxy-(4-methoxy-benzothiazol-2-yl)-methyl]-cyclohexyl}-carbamic acid tert-butyl ester). Isolated yield 53.0%. As a reaction SMILES: [CH3:1][O:2][C:3]1[C:8]2[N:9]=[CH:10][S:11][C:7]=2[CH:6]=[CH:5][CH:4]=1.[Li]CCCC.[C:17]([O:21][C:22](=[O:32])[NH:23][CH:24]1[CH2:29][CH2:28][CH:27]([CH:30]=[O:31])[CH2:26][CH2:25]1)([CH3:20])([CH3:19])[CH3:18]>C1COCC1>[C:17]([O:21][C:22](=[O:32])[NH:23][C@H:24]1[CH2:25][CH2:26][C@H:27]([CH:30]([OH:31])[C:10]2[S:11][C:7]3[CH:6]=[CH:5][CH:4]=[C:3]([O:2][CH3:1])[C:8]=3[N:9]=2)[CH2:28][CH2:29]1)([CH3:20])([CH3:18])[CH3:19]. Procedure: To a solution of 4-methoxy-benzothiazole (1.65 g, 10 mmol) in THF (50 ml) was added dropwise n-BuLi (2.5M in hexanes, 4 ml) so that the temperature did not exceed −70° C. The brown solution was stirred at this temperature for 15 min before dropwise addition of a solution of (4-formyl-cyclohexyl)-carbamic acid tert-butyl ester (1.14 g, 5 mmol) in THF (10 ml). The temperature was kept below −70° C. The brown solution was then gradually allowed to reach RT (over 3 h). The reaction mixture was quenc...